This data is from the Open Reaction Database (ORD), a public repository of structured organic reaction records. The task is: describe an organic reaction: reactants, conditions, products, and yield Yields the product CN1CCN(CC1)C1=NC(=NC(=C1)N1CC2=CC(=CC=C2CC1C)C1=NN(C=C1)CC1=NC=CC=C1)N (4-(4-Methylpiperazin-1-yl)-6-[3-methyl-7-[1-(pyridin-2-ylmethyl)-1H-pyrazol-3-yl]-3,4-dihydroisoquinolin-2(1H)-yl]pyrimidin-2-amine). Starting materials: BrC1=CC=C2CC(N(CC2=C1)C1=NC(=NC(=C1)N1CCN(CC1)C)N)C (4-(7-bromo-3-methyl-3,4-dihydroisoquinolin-2(1H)-yl)-6-(4-methylpiperazin-1-yl)pyrimidin-2-amine), C([O-])([O-])=O.[Na+].[Na+] (sodium carbonate), N#N (N2). Reported procedure: The residue was dissolved in 1,4-dioxane (0.50 mL) and water (0.10 mL). To the solution was added 4-(7-bromo-3-methyl-3,4-dihydroisoquinolin-2(1H)-yl)-6-(4-methylpiperazin-1-yl)pyrimidin-2-amine (0.018 g, 0.043 mmol, Peak 1, Example 49, Step 7), dichloro(bis{di-tert-butyl[4-(dimethylamino)phenyl]phosphoranyl})palladium (0.916 mg, 0.00129 mmol), sodium carbonate (9.14 mg, 0.0862 mmol). and the mixture was vacuumed and refilled with N2 for 3 times. The reaction was stirred at 90° C. overnight. The... Reagents/catalysts: Cl[Pd](P(C(C)(C)C)(C(C)(C)C)C1=CC=C(C=C1)N(C)C)(P(C1=CC=C(C=C1)N(C)C)(C(C)(C)C)C(C)(C)C)Cl (dichloro(bis{di-tert-butyl[4-(dimethylamino)phenyl]phosphoranyl})palladium). Solvent: O1CCOCC1 (1,4-dioxane), O (water). Reaction conditions: temperature 90 celsius, time 8 hour. Reaction SMILES: Br[C:2]1[CH:11]=[C:10]2[C:5]([CH2:6][CH:7]([CH3:26])[N:8]([C:12]3[CH:17]=[C:16]([N:18]4[CH2:23][CH2:22][N:21]([CH3:24])[CH2:20][CH2:19]4)[N:15]=[C:14]([NH2:25])[N:13]=3)[CH2:9]2)=[CH:4][CH:3]=1.C(=O)([O-])[O-].[Na+].[Na+].[N:33]#[N:34]>O1CCOCC1.O.Cl[Pd](Cl)(P(C(C)(C)C)(C(C)(C)C)C1C=CC(N(C)C)=CC=1)P(C1C=CC(N(C)C)=CC=1)(C(C)(C)C)C(C)(C)C>[CH3:24][N:21]1[CH2:20][CH2:19][N:18]([C:16]2[CH:17]=[C:12]([N:8]3[CH:7]([CH3:26])[CH2:6][C:5]4[C:10](=[CH:11][C:2]([C:3]5[CH:2]=[CH:11][N:34]([CH2:26][C:7]6[CH:6]=[CH:5][CH:10]=[CH:9][N:8]=6)[N:33]=5)=[CH:3][CH:4]=4)[CH2:9]3)[N:13]=[C:14]([NH2:25])[N:15]=2)[CH2:23][CH2:22]1 |f:1.2.3|. Reactants: C(C)(C)(C)OC(NCC=1N(C(C2=CC=C(C=C2C1C1=CC=CC=C1)OCC(=O)N)=O)CC(C)C)=O (tert-butyl[6-(2-amino-2-oxoethoxy)-2-isobutyl-1-oxo-4-phenyl-1,2-dihydro-3-isoquinolinyl]methylcarbamate), Cl (hydrogen chloride). Run in C(C)(=O)OCC (ethyl acetate), C(C)(=O)OCC (ethyl acetate). Reaction conditions: time 2 hour. Product: NCC=1N(C(C2=CC=C(C=C2C1C1=CC=CC=C1)OCC(=O)N)=O)CC(C)C (2-[[3-(aminomethyl)-2-isobutyl-1-oxo-4-phenyl-1,2-dihydro-6-isoquinolinyl]oxy]acetamide). The yield is 62.6%. As a reaction SMILES: C(OC(=O)[NH:7][CH2:8][C:9]1[N:10]([CH2:31][CH:32]([CH3:34])[CH3:33])[C:11](=[O:30])[C:12]2[C:17]([C:18]=1[C:19]1[CH:24]=[CH:23][CH:22]=[CH:21][CH:20]=1)=[CH:16][C:15]([O:25][CH2:26][C:27]([NH2:29])=[O:28])=[CH:14][CH:13]=2)(C)(C)C.Cl>C(OCC)(=O)C>[NH2:7][CH2:8][C:9]1[N:10]([CH2:31][CH:32]([CH3:34])[CH3:33])[C:11](=[O:30])[C:12]2[C:17]([C:18]=1[C:19]1[CH:24]=[CH:23][CH:22]=[CH:21][CH:20]=1)=[CH:16][C:15]([O:25][CH2:26][C:27]([NH2:29])=[O:28])=[CH:14][CH:13]=2. Procedure: To a solution of tert-butyl[6-(2-amino-2-oxoethoxy)-2-isobutyl-1-oxo-4-phenyl-1,2-dihydro-3-isoquinolinyl]methylcarbamate (0.38 g, 0.8 mmol) in ethyl acetate (5 mL) was added a solution of 4N hydrogen chloride in ethyl acetate (5 mL) and the obtained solution was stirred at room temperature for 2 h. The reaction, mixture was concentrated under reduced pressure, and the residue was suspended in 1N aqueous sodium hydroxide solution. The suspension was stirred at room temperature for 10 min, and th... Reactants: CC(C)(C)OC(=O)N1CCC(C(=O)NC(Cc2cccnc2)C(=O)O)CC1, ClCCl, O=C(O)C(F)(F)F, [NH-]C(CCCc1ccccc1)CCCc1ccccc1. The product is O=C(NC(Cc1cccnc1)C(=O)O)C1CCNCC1, [NH-]C(CCCc1ccccc1)CCCc1ccccc1. Reaction SMILES: [C:1]([O:2][C:3](=[O:4])[N:8]1[CH2:9][CH2:10][CH:11]([C:14](=[O:15])[NH:16][CH:17]([CH2:18][c:19]2[cH:20][n:21][cH:22][cH:23][cH:24]2)[C:25](=[O:26])[OH:27])[CH2:12][CH2:13]1)([CH3:5])([CH3:6])[CH3:7].[CH2:55]([Cl:56])[Cl:57].[OH:48][C:49]([C:50]([F:51])([F:52])[F:53])=[O:54].[c:28]1([CH2:34][CH2:35][CH2:36][CH:37]([CH2:38][CH2:39][CH2:40][c:41]2[cH:42][cH:43][cH:44][cH:45][cH:46]2)[NH-:47])[cH:29][cH:30][cH:31][cH:32][cH:33]1>>[NH:8]1[CH2:9][CH2:10][CH:11]([C:14](=[O:15])[NH:16][CH:17]([CH2:18][c:19]2[cH:20][n:21][cH:22][cH:23][cH:24]2)[C:25](=[O:26])[OH:27])[CH2:12][CH2:13]1.[c:28]1([CH2:34][CH2:35][CH2:36][CH:37]([CH2:38][CH2:39][CH2:40][c:41]2[cH:42][cH:43][cH:44][cH:45][cH:46]2)[NH-:47])[cH:29][cH:30][cH:31][cH:32][cH:33]1. Reactants: CC1=CC=C(C=C1)C1=C(C=NO1)C(=O)O (5-(4-methylphenyl)isoxazole-4-carboxylic acid), OC1(CCNCC1)C1=CC=CC=C1 (4-hydroxy-4-phenylpiperidine). Product: CC1=CC=C(C=C1)C1=C(C=NO1)C(=O)N1CCC(CC1)(O)C1=CC=CC=C1 (1-{[5-(4-Methylphenyl)isoxazol-4-yl]carbonyl}-4-phenylpiperidin-4-ol), solid. Reaction SMILES: [CH3:1][C:2]1[CH:7]=[CH:6][C:5]([C:8]2[O:12][N:11]=[CH:10][C:9]=2[C:13]([OH:15])=O)=[CH:4][CH:3]=1.[OH:16][C:17]1([C:23]2[CH:28]=[CH:27][CH:26]=[CH:25][CH:24]=2)[CH2:22][CH2:21][NH:20][CH2:19][CH2:18]1>>[CH3:1][C:2]1[CH:3]=[CH:4][C:5]([C:8]2[O:12][N:11]=[CH:10][C:9]=2[C:13]([N:20]2[CH2:19][CH2:18][C:17]([C:23]3[CH:28]=[CH:27][CH:26]=[CH:25][CH:24]=3)([OH:16])[CH2:22][CH2:21]2)=[O:15])=[CH:6][CH:7]=1. Procedure details: The title compound was prepared from 5-(4-methylphenyl)isoxazole-4-carboxylic acid (10.2 mg, 0.050 mmol) and 4-hydroxy-4-phenylpiperidine (10.6 mg, 0.060 mmol) as described in synthetic method B and thereafter purified by preparative HPLC method B to give a solid (3.9 mg). HRMS calcd for C22H22N2O3: 362.1630, found 362.1623.